describe an organic reaction: reactants, conditions, products, and yield From a dataset of the Open Reaction Database (ORD), a public repository of structured organic reaction records. Reactants: O (water), F[B-](F)(F)F.[H+] (Tetrafluoroboric acid), C(C)(=O)O.C(C)(=O)O.IC1=CC=CC=C1 (iodobenzene diacetate), C1(C=CCC1)CC(=O)O (2-Cyclopentene-1-acetic acid). Run in C(C)(=O)O (acetic acid). Reaction conditions: time 1 hour. Product: O1[C@@H]2[C@H](CC1=O)CC=C2 (cis-3,3a,4,6a-tetrahydro-2H-cyclopenta[b]furan-2-one). RXN SMILES: F[B-](F)(F)F.[H+].C(O)(=O)C.C(O)(=O)C.IC1C=CC=CC=1.[CH:22]1([CH2:27][C:28]([OH:30])=[O:29])[CH2:26][CH2:25][CH:24]=[CH:23]1.O>C(O)(=O)C>[O:29]1[C:28](=[O:30])[CH2:27][C@@H:22]2[CH2:26][CH:25]=[CH:24][C@H:23]12 |f:0.1,2.3.4|. Reported procedure: Tetrafluoroboric acid (2.50 mL, 15.9 mmol) was added to a solution of iodobenzene diacetate (5.10 g, 15.9 mmol) in acetic acid (13.2 mL). 2-Cyclopentene-1-acetic acid (955 μL, 7.93 mmol) was added and the solution was stirred at room temperature for 1 hour. The solution was then added to water and extracted with chloroform. The chloroform layer was extracted with water. The combined organic layers were dried (magnesium sulfate), filtered, and concentrated in vacuo. The residue was purified by si... The product is CO\N=C/1\[C@@H](CCCC1)NC(=O)C=1N=NC(=C(C1)C1=CC=C(C=C1)Cl)OCC(F)(F)F (5-(4-Chloro-phenyl)-6-(2,2,2-trifluoro-ethoxy)-pyridazine-3-carboxylic acid {(R)-2-[(E)-methoxyimino]-cyclohexyl}-amide). Run in CO (methanol), O (water). As a reaction SMILES: O=[C:2]1[CH2:7][CH2:6][CH2:5][CH2:4][C@H:3]1[NH:8][C:9]([C:11]1[N:12]=[N:13][C:14]([O:24][CH2:25][C:26]([F:29])([F:28])[F:27])=[C:15]([C:17]2[CH:22]=[CH:21][C:20]([Cl:23])=[CH:19][CH:18]=2)[CH:16]=1)=[O:10].Cl.[CH3:31][O:32][NH2:33]>CO.O>[CH3:31][O:32]/[N:33]=[C:2]1/[C@H:3]([NH:8][C:9]([C:11]2[N:12]=[N:13][C:14]([O:24][CH2:25][C:26]([F:28])([F:29])[F:27])=[C:15]([C:17]3[CH:22]=[CH:21][C:20]([Cl:23])=[CH:19][CH:18]=3)[CH:16]=2)=[O:10])[CH2:4][CH2:5][CH2:6][CH2:7]/1 |f:1.2|. The yield is 85.2%. Starting materials: O=C1[C@@H](CCCC1)NC(=O)C=1N=NC(=C(C1)C1=CC=C(C=C1)Cl)OCC(F)(F)F (5-(4-chloro-phenyl)-6-(2,2,2-trifluoro-ethoxy)-pyridazine-3-carboxylic acid ((R)-2-oxo-cyclohexyl)-amide), Cl.CON (O-methylhydroxylamine hydrochloride). Procedure: To a solution of 100 mg of 5-(4-chloro-phenyl)-6-(2,2,2-trifluoro-ethoxy)-pyridazine-3-carboxylic acid ((R)-2-oxo-cyclohexyl)-amide in 0.5 ml methanol and 0.5 ml water, was added 98 mg O-methylhydroxylamine hydrochloride and the mixture was stirred at ambient temperature for 3.5 h. The solvents were evaporated and the residue was purified by chromatography on silica gel using a gradient of heptane:ethyl acetate=95:5 to 50:50 to yield 91 mg of the title compound as white foam. MS (EI): 457.3 (M+H... Run at time 3.5 hour. The reactants are CC1(OCc2ccccc2)C(=O)OC(COCc2ccccc2)C1OCc1ccccc1, CCOC(C)=O, Cc1ccccc1. Yields the product CC1(OCc2ccccc2)C(O)OC(COCc2ccccc2)C1OCc1ccccc1. As a reaction SMILES: [CH2:1]([c:2]1[cH:3][cH:4][cH:5][cH:6][cH:7]1)[O:8][C:9]1([CH3:32])[C:10](=[O:31])[O:11][CH:12]([CH2:22][O:23][CH2:24][c:25]2[cH:26][cH:27][cH:28][cH:29][cH:30]2)[CH:13]1[O:14][CH2:15][c:16]1[cH:17][cH:18][cH:19][cH:20][cH:21]1.[CH3:33][CH2:34][O:35][C:36](=[O:37])[CH3:38].[CH3:39][c:40]1[cH:41][cH:42][cH:43][cH:44][cH:45]1>>[CH2:1]([c:2]1[cH:3][cH:4][cH:5][cH:6][cH:7]1)[O:8][C:9]1([CH3:32])[CH:10]([OH:31])[O:11][CH:12]([CH2:22][O:23][CH2:24][c:25]2[cH:26][cH:27][cH:28][cH:29][cH:30]2)[CH:13]1[O:14][CH2:15][c:16]1[cH:17][cH:18][cH:19][cH:20][cH:21]1. Starting materials: BrC=1C=NC=C(C(=O)Cl)C1 (5-bromonicotinoyl chloride), [NH4+].[OH-] (NH4OH). Run in COCCOC (1,2-dimethyoxyethane). Conditions: time 1.5 hour. The product is BrC=1C=NC=C(C(=O)N)C1 (5-Bromonicotinamide). RXN SMILES: [Br:1][C:2]1[CH:3]=[N:4][CH:5]=[C:6]([CH:10]=1)[C:7](Cl)=[O:8].[NH4+:11].[OH-]>COCCOC>[Br:1][C:2]1[CH:3]=[N:4][CH:5]=[C:6]([CH:10]=1)[C:7]([NH2:11])=[O:8] |f:1.2|. Reported procedure: All of the 5-bromonicotinoyl chloride prepared above was dissolved in 100 ml hot 1,2-dimethyoxyethane and added slowly during about 15 min to 500 ml cold, concentrated NH4OH in a 1 l round-bottom flask. The mixture was then stirred 1.5 hr at -10° C. to about 5° C. followed by filtration to collect white crystalline plates of 5-bromonicotinamide which were dried at 56° C. for 1.0 min to afford 17.79 g (89.2% yield) mp 222°-223° C. (lit. 224°-225° C., Czuba, W., Rec Trav Chim (1963) 82: 988-996; l... Starting materials: C(C)OC1=C(NC=2NC(C(=CN2)C(=O)OCC)=O)C=CC=C1 (Ethyl 1,6-dihydro-2-(2-ethoxyanilino)-6-oxo-5-pyrimidinecarboxylate), [OH-].[Na+] (sodium hydroxide), C(C)(=O)O (acetic acid). Run in O (water), O (water). Conditions: time 1 hour. Product: C(C)OC1=C(NC=2NC(C(=CN2)C(=O)O)=O)C=CC=C1 (1,6-dihydro-2-(2-ethoxyanilino)-6-oxo-5-pyrimidinecarboxylic acid). Isolated yield 64.8%. Reaction SMILES: [CH2:1]([O:3][C:4]1[CH:22]=[CH:21][CH:20]=[CH:19][C:5]=1[NH:6][C:7]1[NH:8][C:9](=[O:18])[C:10]([C:13]([O:15]CC)=[O:14])=[CH:11][N:12]=1)[CH3:2].[OH-].[Na+].C(O)(=O)C>O>[CH2:1]([O:3][C:4]1[CH:22]=[CH:21][CH:20]=[CH:19][C:5]=1[NH:6][C:7]1[NH:8][C:9](=[O:18])[C:10]([C:13]([OH:15])=[O:14])=[CH:11][N:12]=1)[CH3:2] |f:1.2|. Procedure: Ethyl 1,6-dihydro-2-(2-ethoxyanilino)-6-oxo-5-pyrimidinecarboxylate (3.4 g) and sodium hydroxide (1 g) are added to water (50 ml), and the mixture is refluxed with stirring for 1 hour. After cooling, the reaction mixture is acidified with acetic acid, and the resulting solid is collected by filtration and recrystallized from DMF. The precipitate thus obtained is added to water (50 ml), and the mixture is refluxed with stirring for 1 hour. After cooling, the resulting product is collected by filt... The reactants are FC=1C=C(C=CC1[N+](=O)[O-])S(=O)(=O)N(C=1SC=CN1)CC1=CC=C(C=C1)OC (3-fluoro-N-(4-methoxybenzyl)-4-nitro-N-(thiazol-2-yl)benzenesulfonamide), O([Na])[Si](C)(C)C (NaOSi(Me)3). Solvent: C1CCOC1 (THF), C1CCOC1 (THF). Reaction conditions: temperature 25 celsius, time 2 hour. Yields the product OC=1C=C(C=CC1[N+](=O)[O-])S(=O)(=O)N(C=1SC=CN1)CC1=CC=C(C=C1)OC (3-Hydroxy-N-(4-Methoxybenzyl)-4-Nitro-N-(Thiazol-2-Yl)Benzenesulfonamide). The yield is 103.0%. RXN SMILES: F[C:2]1[CH:3]=[C:4]([S:11]([N:14]([CH2:20][C:21]2[CH:26]=[CH:25][C:24]([O:27][CH3:28])=[CH:23][CH:22]=2)[C:15]2[S:16][CH:17]=[CH:18][N:19]=2)(=[O:13])=[O:12])[CH:5]=[CH:6][C:7]=1[N+:8]([O-:10])=[O:9].[O:29]([Si](C)(C)C)[Na]>C1COCC1>[OH:29][C:2]1[CH:3]=[C:4]([S:11]([N:14]([CH2:20][C:21]2[CH:26]=[CH:25][C:24]([O:27][CH3:28])=[CH:23][CH:22]=2)[C:15]2[S:16][CH:17]=[CH:18][N:19]=2)(=[O:13])=[O:12])[CH:5]=[CH:6][C:7]=1[N+:8]([O-:10])=[O:9]. Procedure details: To a solution of 3-fluoro-N-(4-methoxybenzyl)-4-nitro-N-(thiazol-2-yl)benzenesulfonamide (9.0 g, 21.2 mmol) in THF (80 mL) was added a THF solution of NaOSi(Me)3 (4.76 g, 42.5 mmoles, 1 M, Aldrich) at 0° C. and the resulting mixture was stirred at 25° C. for 2 h. After completion of the reaction (monitored by TLC), reaction mass was quenched with 1N HCl (70 mL). The organic compound was then extracted with EtOAc, washed with water, dried over sodium sulfate and concentrated to get the 9.20 g of ... Procedure: N,S-Dipalmitoylcysteine tert.-butyl ester (1 g, 1.5 mmol) is treated with anhydrous trifluoroacetic acid for 1 h. The latter is then removed in a rotary evaporator under high vacuum, and the residue is taken up in tert.-butanol and freeze-dried. Product: C(CCCCCCCCCCCCCCC)(=O)N[C@@H](CSC(CCCCCCCCCCCCCCC)=O)C(=O)O (N,S-Dipalmitoylcysteine). RXN SMILES: C([O:5][C:6](=[O:45])[C@H:7]([CH2:26][S:27][C:28](=[O:44])[CH2:29][CH2:30][CH2:31][CH2:32][CH2:33][CH2:34][CH2:35][CH2:36][CH2:37][CH2:38][CH2:39][CH2:40][CH2:41][CH2:42][CH3:43])[NH:8][C:9](=[O:25])[CH2:10][CH2:11][CH2:12][CH2:13][CH2:14][CH2:15][CH2:16][CH2:17][CH2:18][CH2:19][CH2:20][CH2:21][CH2:22][CH2:23][CH3:24])(C)(C)C.FC(F)(F)C(O)=O>>[C:9]([NH:8][C@H:7]([C:6]([OH:45])=[O:5])[CH2:26][S:27][C:28](=[O:44])[CH2:29][CH2:30][CH2:31][CH2:32][CH2:33][CH2:34][CH2:35][CH2:36][CH2:37][CH2:38][CH2:39][CH2:40][CH2:41][CH2:42][CH3:43])(=[O:25])[CH2:10][CH2:11][CH2:12][CH2:13][CH2:14][CH2:15][CH2:16][CH2:17][CH2:18][CH2:19][CH2:20][CH2:21][CH2:22][CH2:23][CH3:24]. The reactants are C(C)(C)(C)OC([C@@H](NC(CCCCCCCCCCCCCCC)=O)CSC(CCCCCCCCCCCCCCC)=O)=O (N,S-Dipalmitoylcysteine tert.-butyl ester), FC(C(=O)O)(F)F (trifluoroacetic acid).